This data is from the Open Reaction Database (ORD), a public repository of structured organic reaction records. The task is: describe an organic reaction: reactants, conditions, products, and yield Reagents/catalysts: [Zn] (zinc). Reported procedure: To a solution of 2 g of 1,3-dichloro-7,8,9,10-tetrahydroazepino[2,1-b]quinazolin-12(6H)-one in 100 mL of glacial acetic acid at 50° C. was added an intimately mixed mixture of 15 g zinc dust and 15 g silica gel (column chromatography grade). To this mechanically stirred suspension was added dropwise concentrated hydrochloric acid, while the progress of the reaction was followed by TLC (20:1 CHCl3 :MeOH, basified aliquots, extracted into chloroform). When the reaction was essentially complete, ex... Run in C(C)(=O)O (acetic acid). Starting materials: ClC1=C2C(N3C(=NC2=CC(=C1)Cl)CCCCC3)=O (1,3-dichloro-7,8,9,10-tetrahydroazepino[2,1-b]quinazolin-12(6H)-one), Cl (hydrochloric acid). As a reaction SMILES: [Cl:1][C:2]1[CH:11]=[C:10]([Cl:12])[CH:9]=[C:8]2[C:3]=1[C:4](=[O:18])[N:5]1[CH2:17][CH2:16][CH2:15][CH2:14][CH2:13][C:6]1=[N:7]2.Cl>C(O)(=O)C.[Zn]>[Cl:1][C:2]1[CH:11]=[C:10]([Cl:12])[CH:9]=[C:8]2[C:3]=1[CH:4]([OH:18])[N:5]1[CH2:17][CH2:16][CH2:15][CH2:14][CH2:13][C:6]1=[N:7]2. Product: ClC1=C2C(N3C(=NC2=CC(=C1)Cl)CCCCC3)O (1,3-dichloro-6,7,8,9,10,12-hexahydroazepino[2,1-b]quinazolin-12-ol). Starting materials: CCOCCn1c(NC2CCNCC2)nc2cccnc21, CN(C)C=O, N#CCCl, [Na+], [Na+], O=C([O-])[O-], O. Product: CCOCCn1c(NC2CCN(CC#N)CC2)nc2cccnc21. As a reaction SMILES: [CH2:5]([CH3:6])[O:7][CH2:8][CH2:9][n:10]1[c:11]([NH:19][CH:20]2[CH2:21][CH2:22][NH:23][CH2:24][CH2:25]2)[n:12][c:13]2[c:14]1[n:15][cH:16][cH:17][cH:18]2.[CH3:32][N:33]([CH3:34])[CH:35]=[O:36].[Cl:1][CH2:2][C:3]#[N:4].[Na+:26].[Na+:27].[O-:28][C:29](=[O:30])[O-:31].[OH2:37]>>[CH2:2]([C:3]#[N:4])[N:23]1[CH2:22][CH2:21][CH:20]([NH:19][c:11]2[n:10]([CH2:9][CH2:8][O:7][CH2:5][CH3:6])[c:14]3[c:13]([n:12]2)[cH:18][cH:17][cH:16][n:15]3)[CH2:25][CH2:24]1. Starting materials: 12, C1=CC=C(C=C1)P(C2=CC=CC=C2)C3=CC=CC=C3 (PPh3), [Si](C)(C)(C(C)(C)C)O[C@H]([C@H](C=1OC(=NN1)C1=CC(=CC=C1)O[Si](C)(C)C(C)(C)C)NC1=C(C(=C(C#N)C=C1)Cl)C)C (4-((1R,2S)-2-(tert-butyldimethylsilyloxy)-1-(5-(3-(tert-butyldimethyl-silyloxy)phenyl)-1,3,4-oxadiazol-2-yl)propylamino)-2-chloro-3-methylbenzonitrile), [Si](C)(C)(C(C)(C)C)OC=1C=C(C(=O)NNC([C@@H]([C@@H](C)O[Si](C)(C)C(C)(C)C)NC2=C(C(=C(C=C2)C#N)Cl)C)=O)C=CC1 (3-(tert-butyldimethylsilyloxy)-N′-((2R,3R)-3-(tert-butyldimethylsilyloxy)-2-(3-chloro-4-cyano-2-methylphenylamino)butanoyl)benzohydrazide), [Si](C)(C)(C(C)(C)C)OC=1C=C(C(=O)NNC([C@@H]([C@@H](C)O[Si](C)(C)C(C)(C)C)NC2=C(C(=C(C=C2)C#N)Cl)C)=O)C=CC1 (3-(tert-butyldimethylsilyloxy)-N′-((2R,3R)-3-(tert-butyldimethylsilyloxy)-2-(3-chloro-4-cyano-2-methylphenylamino)butanoyl)benzohydrazide), TEA. The product is [Si](C)(C)(C(C)(C)C)O[C@@H]([C@H](C=1OC(=NN1)C1=CC(=CC=C1)O[Si](C)(C)C(C)(C)C)NC1=C(C(=C(C#N)C=C1)Cl)C)C (4-((1R,2R)-2-(tert-butyldimethylsilyloxy)-1-(5-(3-(tert-butyldimethylsilyloxy)phenyl)-1,3,4-oxadiazol-2-yl)propylamino)-2-chloro-3-methylbenzonitrile), solid. The yield is 65.0%. As a reaction SMILES: [Si](OC1C=C(C=CC=1)C(NNC(=O)[C@H](NC1C=CC(C#N)=C(Cl)C=1C)[C@H](O[Si](C(C)(C)C)(C)C)C)=O)(C(C)(C)C)(C)C.C1C=CC(P(C2C=CC=CC=2)C2C=CC=CC=2)=CC=1.[Si:62]([O:69][C@@H:70]([CH3:102])[C@@H:71]([NH:91][C:92]1[CH:99]=[CH:98][C:95]([C:96]#[N:97])=[C:94]([Cl:100])[C:93]=1[CH3:101])[C:72]1[O:73][C:74]([C:77]2[CH:82]=[CH:81][CH:80]=[C:79]([O:83][Si:84]([C:87]([CH3:90])([CH3:89])[CH3:88])([CH3:86])[CH3:85])[CH:78]=2)=[N:75][N:76]=1)([C:65]([CH3:68])([CH3:67])[CH3:66])([CH3:64])[CH3:63]>>[Si:62]([O:69][C@H:70]([CH3:102])[C@@H:71]([NH:91][C:92]1[CH:99]=[CH:98][C:95]([C:96]#[N:97])=[C:94]([Cl:100])[C:93]=1[CH3:101])[C:72]1[O:73][C:74]([C:77]2[CH:82]=[CH:81][CH:80]=[C:79]([O:83][Si:84]([C:87]([CH3:88])([CH3:89])[CH3:90])([CH3:85])[CH3:86])[CH:78]=2)=[N:75][N:76]=1)([C:65]([CH3:66])([CH3:67])[CH3:68])([CH3:63])[CH3:64]. Reported procedure: 3-(tert-butyldimethylsilyloxy)-N′-((2R,3R)-3-(tert-butyldimethylsilyloxy)-2-(3-chloro-4-cyano-2-methylphenylamino)butanoyl)benzohydrazide (intermediate 9b) (362 mg, 0.57 mmol) was cyclized with PS-PPh3 (3.0 mmol/g, 389 mg, 1.2 mmol), 12 (289 mg, 1.1 mmol), and TEA (0.65 mL, 4.7 mmol) as described for the preparation of intermediate 7c. After column chromatography (20% EtOAc/hexanes) the title compound was isolated as a white solid (229 mg, 65%). 1H NMR (500 MHz, CDCl3, δ in ppm) 7.56 (m, 1H), 7.... Starting materials: COC(=O)C1CC(OC(=O)N2CCc3ccccc3C2)CN1C, ClCCl, O=C(O)C(F)(F)F. Product: COC(=O)C1CC(OC(=O)N2CCc3ccccc3C2)CN1. Reaction SMILES: [CH2:1]1[N:2]([C:11](=[O:12])[O:13][CH:14]2[CH2:15][N:16]([CH3:23])[CH:17]([C:19](=[O:20])[O:21][CH3:22])[CH2:18]2)[CH2:3][CH2:4][c:5]2[cH:6][cH:7][cH:8][cH:9][c:10]21.[Cl:31][CH2:32][Cl:33].[F:24][C:25]([F:26])([F:27])[C:28]([OH:29])=[O:30]>>[CH2:1]1[N:2]([C:11](=[O:12])[O:13][CH:14]2[CH2:15][NH:16][CH:17]([C:19](=[O:20])[O:21][CH3:22])[CH2:18]2)[CH2:3][CH2:4][c:5]2[cH:6][cH:7][cH:8][cH:9][c:10]21.